From a dataset of the Open Reaction Database (ORD), a public repository of structured organic reaction records. describe an organic reaction: reactants, conditions, products, and yield The product is OCCC1=CC=C(C=C1)NC1=NC(=NC=C1)NC1=CC(=C(C(=C1)OC)OC)OC (N4-(4-(2-Hydroxyethyl)phenyl)-N2-(3,4,5-trimethoxyphenyl)-2,4-pyrimidinediamine). Starting materials: OCC1=CC=C(C=C1)C1=NC(=NC=C1)NC1=CC(=C(C(=C1)OC)OC)OC (4-(4-(Hydroxymethyl)phenyl)-N-(3,4,5-trimethoxyphenyl)-2-pyrimidineamine), C(C1=CC=CC=C1)OC(=O)CC1=CC=C(C=C1)NC1=NC(=NC=C1)NC1=CC(=C(C(=C1)OC)OC)OC (N4-(4-Benzyloxycarbonylmethylphenyl)-N2-(3,4,5-trimethoxyphenyl)-2,4-pyrimidinediamine), [H-].[H-].[H-].[H-].[Li+].[Al+3] (LiAlH4). Reaction SMILES: OCC1C=CC(C2C=CN=C(NC3C=C(OC)C(OC)=C(OC)C=3)N=2)=CC=1.C([O:35][C:36]([CH2:38][C:39]1[CH:44]=[CH:43][C:42]([NH:45][C:46]2[CH:51]=[CH:50][N:49]=[C:48]([NH:52][C:53]3[CH:58]=[C:57]([O:59][CH3:60])[C:56]([O:61][CH3:62])=[C:55]([O:63][CH3:64])[CH:54]=3)[N:47]=2)=[CH:41][CH:40]=1)=O)C1C=CC=CC=1.[H-].[H-].[H-].[H-].[Li+].[Al+3]>>[OH:35][CH2:36][CH2:38][C:39]1[CH:44]=[CH:43][C:42]([NH:45][C:46]2[CH:51]=[CH:50][N:49]=[C:48]([NH:52][C:53]3[CH:54]=[C:55]([O:63][CH3:64])[C:56]([O:61][CH3:62])=[C:57]([O:59][CH3:60])[CH:58]=3)[N:47]=2)=[CH:41][CH:40]=1 |f:2.3.4.5.6.7|. Reported procedure: In a manner analogous to the preparation of the compound of Example 62 (267 mg, 0.5 mmol) from the compound of Example 106 and LiAlH4 (40 mg, 1.1 mmol) to give the title compound (108 mg) as a light pink solid m.p. 172°. MS m/z 397 (M+H)+. RXN SMILES: Br[C:2]1[CH:3]=[CH:4][C:5]2[C:11]3[S:12][C:13]([C:15]([N:17]([C:19]4[CH:24]=[CH:23][CH:22]=[CH:21][C:20]=4[Cl:25])[CH3:18])=[O:16])=[CH:14][C:10]=3[CH2:9][CH2:8][O:7][C:6]=2[CH:26]=1.[C:27]([C:30]1[CH:31]=[C:32](B(O)O)[CH:33]=[CH:34][CH:35]=1)([OH:29])=[O:28]>>[Cl:25][C:20]1[CH:21]=[CH:22][CH:23]=[CH:24][C:19]=1[N:17]([CH3:18])[C:15]([C:13]1[S:12][C:11]2[C:5]3[CH:4]=[CH:3][C:2]([C:34]4[CH:35]=[C:30]([CH:31]=[CH:32][CH:33]=4)[C:27]([OH:29])=[O:28])=[CH:26][C:6]=3[O:7][CH2:8][CH2:9][C:10]=2[CH:14]=1)=[O:16]. Yields the product ClC1=C(C=CC=C1)N(C(=O)C1=CC2=C(C3=C(OCC2)C=C(C=C3)C=3C=C(C(=O)O)C=CC3)S1)C (3-(2-((2-chlorophenyl)(methyl)carbamoyl)-4,5-dihydrobenzo[b]thieno[2,3-d]oxepin-8-yl)benzoic acid). Starting materials: BrC=1C=CC2=C(OCCC3=C2SC(=C3)C(=O)N(C)C3=C(C=CC=C3)Cl)C1 (8-bromo-N-(2-chlorophenyl)-N-methyl-4,5-dihydrobenzo[b]thieno[2,3-d]oxepine-2-carboxamide), C(=O)(O)C=1C=C(C=CC1)B(O)O (3-carboxyphenyl boronic acid). Reported procedure: Following Examples 44 and 60 and General Procedure C, 8-bromo-N-(2-chlorophenyl)-N-methyl-4,5-dihydrobenzo[b]thieno[2,3-d]oxepine-2-carboxamide 150 and 3-carboxyphenyl boronic acid were reacted to give 144. MS: (ESI+) 490.1